Dataset: the Open Reaction Database (ORD), a public repository of structured organic reaction records. Task: describe an organic reaction: reactants, conditions, products, and yield Starting materials: O (water), [H-].[Na+] (NaH), C(C)NC1=NC(=NC=C1C=O)NC1=CC=CC=C1 (4-ethylamino-2-phenylamino-pyrimidine-5-carbaldehyde), S1C(=CC=C1)CC#N (2-thiopheneacetonitrile). The solvent is C(C)OCCO (2-ethoxyethanol). Reaction conditions: time 5 minute. Product: C(C)N1C(C(=CC2=C1N=C(N=C2)NC2=CC=CC=C2)C=2SC=CC2)=N ((8-ethyl-7-imino-6-thiophen-2-yl-7,8-dihydro-pyrido[2,3-d]pyrimidin-2-yl)-phenylamine). The yield is 85.9%. RXN SMILES: [H-].[Na+].[S:3]1[CH:7]=[CH:6][CH:5]=[C:4]1[CH2:8][C:9]#[N:10].[CH2:11]([NH:13][C:14]1[C:19]([CH:20]=O)=[CH:18][N:17]=[C:16]([NH:22][C:23]2[CH:28]=[CH:27][CH:26]=[CH:25][CH:24]=2)[N:15]=1)[CH3:12].O>C(OCCO)C>[CH2:11]([N:13]1[C:14]2[N:15]=[C:16]([NH:22][C:23]3[CH:28]=[CH:27][CH:26]=[CH:25][CH:24]=3)[N:17]=[CH:18][C:19]=2[CH:20]=[C:8]([C:4]2[S:3][CH:7]=[CH:6][CH:5]=2)[C:9]1=[NH:10])[CH3:12] |f:0.1|. Procedure: To a suspension of NaH (60% in mineral oil, 27 mg) in 5 mL of 2-ethoxyethanol was added 2-thiopheneacetonitrile (168 mg, 1.36 mmol). After stirring for 5 minutes at room temperature, 4-ethylamino-2-phenylamino-pyrimidine-5-carbaldehyde (300 mg, 1.24 mmol) was added, and the reaction heated at 120° C. for 2 hours, resulting in a dark brown solution. Upon cooling, the solution was poured into water which caused precipitation. The resulting precipitate was removed by filtration and washed with wate... Reactants: Cl.C(C=C)N1CCC2=C(CC1)C=C1C(=C2)OCO1 (3-allyl-2,3,4,5-tetrahydro-7,8-methylenedioxy-1H-3-benzazepine hydrochloride), C1OC2=CC3=C(CCNCC3)C=C2O1 (2,3,4,5-tetrahydro7,8-methylenedioxy-1H-3-benzazepine), [H-].[Na+] (sodium hydride), CN(CCCCl)C (3-dimethylaminopropyl chloride), Cl (hydrochloride). Solvent: CN(C=O)C (dimethylformamide), O (water). The product is Cl.CN(CCCN1CCC2=C(CC1)C=C1C(=C2)OCO1)C (3-(3-Dimethylaminopropyl)-2,3,4,5-tetrahydro-7,8-methylenedioxy-1H-3-benzazepine hydrochloride). Reaction SMILES: [CH2:1]1[O:14][C:13]2[C:3](=[CH:4][C:5]3[CH2:11][CH2:10][NH:9][CH2:8][CH2:7][C:6]=3[CH:12]=2)[O:2]1.[H-].[Na+].[CH3:17][N:18]([CH3:23])[CH2:19][CH2:20][CH2:21][Cl:22].Cl.C(N1CCC2C=C3OCOC3=CC=2CC1)C=C.Cl>CN(C)C=O.O>[ClH:22].[CH3:17][N:18]([CH3:23])[CH2:19][CH2:20][CH2:21][N:9]1[CH2:10][CH2:11][C:5]2[CH:4]=[C:3]3[O:2][CH2:1][O:14][C:13]3=[CH:12][C:6]=2[CH2:7][CH2:8]1 |f:1.2,4.5,9.10|. Procedure details: The free base was prepared from 1.9 g of 2,3,4,5-tetrahydro7,8-methylenedioxy-1H-3-benzazepine (0.01 moles), 0.49 g of sodium hydride (0.011 moles), and 2.42 g of 3-dimethylaminopropyl chloride in 15 ml of dimethylformamide in the same manner as described for 3-allyl-2,3,4,5-tetrahydro-7,8-methylenedioxy-1H-3-benzazepine hydrochloride. After treating the reaction mixture with water and extracting with ether (6 × 25 ml) a yellow oil was obtained. This oil was converted to the hydrochloride and th... Yields the product C(O)(O)=O.NN=CNC(=S)NC (N-Aminoiminomethyl-N'-Methyl-Thiourea Carbonate). Procedure details: To a solution of 5.9 g (0.1 mole) of guanidine base and 30 ml of acetone a solution of 7.3 g (0.1 mole) of methyl isothiocyanate in 10 ml of acetone is added. The isothiocyanate solution is added at such a rate to the guanidine solution that the temperature of the mixture should not exceed 40° C. The reaction mixture is allowed to stand at 40° C. for 4 hours, whereupon the solvent is removed in vacuo. The residual light yellow oil is suspended in water to yield an opalescent solution. Carbon dio... The reactants are NC(=N)N (guanidine), CN=C=S (methyl isothiocyanate), CC(=O)C (acetone), CC(=O)C (acetone), C(=O)=O (Carbon dioxide), [N-]=C=S (isothiocyanate), NC(=N)N (guanidine). Run at time 4 hour. Reaction SMILES: N[C:2]([NH2:4])=[NH:3].[CH3:5][N:6]=[C:7]=[S:8].[N-:9]=C=S.[C:12](=[O:14])=[O:13].CC(C)=[O:17]>>[C:12](=[O:17])([OH:14])[OH:13].[NH2:9][N:3]=[CH:2][NH:4][C:7]([NH:6][CH3:5])=[S:8] |f:5.6|. Starting materials: NC1=NC(=CC(=N1)Cl)N (2,6-diamino-4-chloropyrimidine), OCC1=CC=C(CNC(C(F)(F)F)=O)C=C1 (N-(4-Hydroxymethyl-benzyl)-2,2,2-trifluoro-acetamide), [H-].[Na+] (NaH), suspension, Cl (HCl). Solvent: CS(=O)C (DMSO). Run at time 1 hour. Yields the product NC1=NC(=CC(=N1)OCC1=CC=C(C=C1)CNC(C(F)(F)F)=O)N (2,6-Diamino-4-[4-(2,2,2-trifluoro-acetamidomethyl)-benzyloxy]-pyrimidine). Isolated yield 26.5%. Reaction SMILES: [OH:1][CH2:2][C:3]1[CH:16]=[CH:15][C:6]([CH2:7][NH:8][C:9](=[O:14])[C:10]([F:13])([F:12])[F:11])=[CH:5][CH:4]=1.[H-].[Na+].[NH2:19][C:20]1[N:25]=[C:24](Cl)[CH:23]=[C:22]([NH2:27])[N:21]=1.Cl>CS(C)=O>[NH2:19][C:20]1[N:25]=[C:24]([O:1][CH2:2][C:3]2[CH:4]=[CH:5][C:6]([CH2:7][NH:8][C:9](=[O:14])[C:10]([F:12])([F:13])[F:11])=[CH:15][CH:16]=2)[CH:23]=[C:22]([NH2:27])[N:21]=1 |f:1.2|. Procedure details: N-(4-Hydroxymethyl-benzyl)-2,2,2-trifluoro-acetamide (12.0 g, 52 mmol) is dissolved in 80 ml dry DMSO, and NaH (4.08 g, 102 mmol, suspension 60% in mineral oil) is added in portions over 30 min under an argon atmosphere. After stirring at room temperature for 1 h, 2,6-diamino-4-chloropyrimidine (7.52 g, 52 mmol) is added and the reaction mixture heated to 60° C. over night. After cooling to room temperature, the mixture is poured into 1 L of 1 N HCl, and the product extracted with ethyl acetate ...